describe an organic reaction: reactants, conditions, products, and yield From a dataset of the Open Reaction Database (ORD), a public repository of structured organic reaction records. Starting materials: [N+](=O)([O-])C=1C=C(C=O)C=CC1 (m-nitrobenzaldehyde), C(CC(=O)C)(=O)OC (methyl acetoacetate). Reagents/catalysts: [Cl-].[Zn+2].[Cl-] (zinc chloride). Run in C(C)(=O)OCC (ethyl acetate). Conditions: time 15 minute. The product is COC(=O)C(C(C)=O)C(C(C(C)=O)C(=O)OC)C1=CC(=CC=C1)[N+](=O)[O-] (3,5-bis(methoxycarbonyl)-4-(3-nitrophenyl)-2,6-heptanedione). Isolated yield 49.3%. Reaction SMILES: [N+:1]([C:4]1[CH:5]=[C:6]([CH:9]=[CH:10][CH:11]=1)[CH:7]=O)([O-:3])=[O:2].[C:12]([O:18][CH3:19])(=[O:17])[CH2:13][C:14]([CH3:16])=[O:15]>C(OCC)(=O)C.[Cl-].[Zn+2].[Cl-]>[CH3:19][O:18][C:12]([CH:13]([CH:7]([C:6]1[CH:9]=[CH:10][CH:11]=[C:4]([N+:1]([O-:3])=[O:2])[CH:5]=1)[CH:13]([C:12]([O:18][CH3:19])=[O:17])[C:14](=[O:15])[CH3:16])[C:14](=[O:15])[CH3:16])=[O:17] |f:3.4.5|. Procedure: To a mixture of 72.1 g of zinc chloride in 200 ml of ethyl acetate was added dropwise a mixture of 40.0 g of m-nitrobenzaldehyde and 61.5 g of methyl acetoacetate at room temperature over 50 minutes. The mixture was stirred at room temperature for further 15 minutes, and further stirred while heating at 60°-65° C. for 6.5 hours. After completion of the reaction, the reaction mixture was concentrated under reduced pressure, then 800 ml of ether and 800 ml of water were added thereto, and the desi...